The task is: describe an organic reaction: reactants, conditions, products, and yield. This data is from the Open Reaction Database (ORD), a public repository of structured organic reaction records. Starting materials: C(=O)(OC(C)(C)C)N1C[C@@H](CC1)N ((R)-(+)-N-Boc-3-aminopyrrolidine), ClC=1C(=NC=C(N1)Cl)C#N (3,5-dichloropyrazine-2-carbonitrile), NC=1C=NC2=CC=CC=C2C1 (3-aminoquinoline), C(=O)([O-])[O-].[Cs+].[Cs+] (Cs2CO3), C=1C=CC(=CC1)P(C=2C=CC=CC2)C3=CC=C4C=CC=CC4=C3C5=C6C=CC=CC6=CC=C5P(C=7C=CC=CC7)C=8C=CC=CC8 (rac-BINAP), CCN(C(C)C)C(C)C (DIEA), crude product. Reagents/catalysts: CC(=O)[O-].CC(=O)[O-].[Pd+2] (Pd(OAc)2). The solvent is O (Water), C(C)#N (ACN), OS(=O)(=O)O (H2SO4), O1CCOCC1 (dioxane), C(=O)(C(F)(F)F)O (TFA). Conditions: time 30 minute. Product: N1C[C@@H](CC1)NC=1N=C(C(=NC1)C(=O)N)NC=1C=NC2=CC=CC=C2C1 ((R)-5-(pyrrolidin-3-ylamino)-3-(quinolin-3-ylamino)pyrazine-2-carboxamide). The yield is 93.0%. RXN SMILES: C([N:8]1[CH2:12][CH2:11][C@@H:10]([NH2:13])[CH2:9]1)(OC(C)(C)C)=O.Cl[C:15]1[C:16]([C:22]#[N:23])=[N:17][CH:18]=[C:19](Cl)[N:20]=1.CCN(C(C)C)C(C)C.[NH2:33][C:34]1[CH:35]=[N:36][C:37]2[C:42]([CH:43]=1)=[CH:41][CH:40]=[CH:39][CH:38]=2.C([O-])([O-])=[O:45].[Cs+].[Cs+].C1C=CC(P(C2C(C3C(P(C4C=CC=CC=4)C4C=CC=CC=4)=CC=C4C=3C=CC=C4)=C3C(C=CC=C3)=CC=2)C2C=CC=CC=2)=CC=1>C(#N)C.C(O)(C(F)(F)F)=O.OS(O)(=O)=O.CC([O-])=O.CC([O-])=O.[Pd+2].O1CCOCC1.O>[NH:8]1[CH2:12][CH2:11][C@@H:10]([NH:13][C:19]2[N:20]=[C:15]([NH:33][C:34]3[CH:35]=[N:36][C:37]4[C:42]([CH:43]=3)=[CH:41][CH:40]=[CH:39][CH:38]=4)[C:16]([C:22]([NH2:23])=[O:45])=[N:17][CH:18]=2)[CH2:9]1 |f:4.5.6,11.12.13|. Procedure details: Commercially available (R)-(+)-N-Boc-3-aminopyrrolidine (1.0 g, 5.3 mmol) and 3,5-dichloropyrazine-2-carbonitrile (928 mg, 5.1 mmol) were dissolved in ˜25 mL ACN. To this was added 1.4 mL DIEA. The reaction mixture was stirred at room temperature for 30 minutes. Water was added, solid precipitated and was filtered and dried to give crude B58.1 (1.56 g, 93% yield). To 120 mg B58.1 was added 100 mg 3-aminoquinoline (3-AQ), 375 mg Cs2CO3, 60 mg rac-BINAP, and 16 mg Pd(OAc)2. These solids were mixed... The reactants are C1=2C(=O)OC(NC1=CC=CC2)=O (isatoic anhydride), O (water), C(C)N (Ethylamine). Reaction conditions: time 1 hour. Yields the product NC1=C(C(=O)NCC)C=CC=C1 (2-amino-N-ethylbenzamide). Isolated yield 93.4%. As a reaction SMILES: [C:1]12[C:7](=[CH:8][CH:9]=[CH:10][CH:11]=1)[NH:6]C(=O)[O:4][C:2]2=O.O.[CH2:14]([NH2:16])[CH3:15]>CO>[NH2:6][C:7]1[CH:8]=[CH:9][CH:10]=[CH:11][C:1]=1[C:2]([NH:16][CH2:14][CH3:15])=[O:4]. Solvent: CO (methanol). Reported procedure: A round-bottomed flask was charged with isatoic anhydride (5.0 g, 0.030 mol), 200 mL water, and 5 mL of methanol. Ethylamine (2N in methanol, 18.4 mL, 0.036 mol) was added slowly to the reaction mixture. After 1 h, the reaction mixture was concentrated to 20 mL. The reaction mixture was acidified with 1N HCl and extracted with EtOAc. The aqueous layer was basified with 6N NaOH and extracted with EtOAc. The EtOAc layer was dried over Na2SO4, filtered, and concentrated to dryness to afford 2-amino... Reactants: COC1=CC=C(CO)C=C1 (4-methoxybenzyl alcohol), O=S(Cl)Cl (SOCl2). Run in O1CCOCC1 (dioxane). Reaction conditions: temperature 60 celsius, time 3 hour. Yields the product ClCC1=CC=C(C=C1)OC (1-(chloromethyl)-4-methoxybenzene). Yield: 97.3%. RXN SMILES: [CH3:1][O:2][C:3]1[CH:10]=[CH:9][C:6]([CH2:7]O)=[CH:5][CH:4]=1.O=S(Cl)[Cl:13]>O1CCOCC1>[Cl:13][CH2:7][C:6]1[CH:9]=[CH:10][C:3]([O:2][CH3:1])=[CH:4][CH:5]=1. Procedure: 110 mmol 4-methoxybenzyl alcohol was dissolved in 60 ml dioxane and 150 mmol SOCl2 was slowly dropped into the solution. The solution was stirred for 3 h at 60° C. and evaporated under reduced pressure. EtOAc was added and the resulted solution was washed with water. The separated organic layer was dried and evaporated to give 107 mmol 1-(chloromethyl)-4-methoxybenzene. Starting materials: ClC1=CC=C2C(=CNC2=C1)I (6-chloro-3-iodo-1H-indole), S(=O)(=O)(C1=CC=C(C)C=C1)Cl (TsCl), [OH-].[Na+] (NaOH). Reagents/catalysts: CCCC[N+](CCCC)(CCCC)CCCC.OS(=O)(=O)[O-] (TBAHS). Run in C1CCOC1 (THF), O (H2O). Product: ClC1=CC=C2C(=CN(C2=C1)S(=O)(=O)C1=CC=C(C=C1)C)I (6-Chloro-3-iodo-1-(toluene-4-sulfonyl)-1H-indole). Reaction SMILES: [Cl:1][C:2]1[CH:10]=[C:9]2[C:5]([C:6]([I:11])=[CH:7][NH:8]2)=[CH:4][CH:3]=1.[S:12](Cl)([C:15]1[CH:21]=[CH:20][C:18]([CH3:19])=[CH:17][CH:16]=1)(=[O:14])=[O:13].[OH-].[Na+]>CCCC[N+](CCCC)(CCCC)CCCC.OS([O-])(=O)=O.C1COCC1.O>[Cl:1][C:2]1[CH:10]=[C:9]2[C:5]([C:6]([I:11])=[CH:7][N:8]2[S:12]([C:15]2[CH:21]=[CH:20][C:18]([CH3:19])=[CH:17][CH:16]=2)(=[O:14])=[O:13])=[CH:4][CH:3]=1 |f:2.3,4.5|. Procedure: A mixture of 6-chloro-1H-indole (2.0 g, 13.2 mmol) and NIS (4.45 g, 19.8 mmol) in THF (60 mL) is stirred at 0° C. After completion the reaction mixture is quenched by H2O. EtOAc is added and the organic layer is washed with brine, dried over MgSO4 and evaporated in vacuo. Silica gel flash chromatography of the residue affords 6-chloro-3-iodo-1H-indole as a colorless powder. A mixture of 6-chloro-3-iodo-1H-indole (4.14 g, 13.2 mmol), TsCl (3.77 g, 19.8 mmol), TBAHS (672 mg, 1.98 mmol) and NaOH (1... Reactants: FC=1C=C(C=CC1C(=O)O)C1=CC=C(C=C1)C(CC(=O)C1=CN(C(C=C1)=O)C)C1=C(C=CC=C1)C (3-fluoro-4′-[3-(1-methyl-6-oxo-1,6-dihydro-pyridin-3-yl)-3-oxo-1-o-tolyl-propyl]-biphenyl-4-carboxylic acid), Cl.NO (hydroxylamine hydrochloride), C(=O)(O)[O-].[Na+] (NaHCO3). The product is FC=1C=C(C=CC1C(=O)O)C1=CC=C(C=C1)C(C\C(\C1=CN(C(C=C1)=O)C)=N/O)C1=C(C=CC=C1)C (3-Fluoro-4′-[3-[(E)-hydroxyimino]-3-(1-methyl-6-oxo-1,6-dihydro-pyridin-3-yl)-1-o-tolyl-propyl]-biphenyl-4-carboxylic acid). RXN SMILES: [F:1][C:2]1[CH:3]=[C:4]([C:11]2[CH:16]=[CH:15][C:14]([CH:17]([C:29]3[CH:34]=[CH:33][CH:32]=[CH:31][C:30]=3[CH3:35])[CH2:18][C:19]([C:21]3[CH:26]=[CH:25][C:24](=[O:27])[N:23]([CH3:28])[CH:22]=3)=O)=[CH:13][CH:12]=2)[CH:5]=[CH:6][C:7]=1[C:8]([OH:10])=[O:9].Cl.[NH2:37][OH:38].C([O-])(O)=O.[Na+]>>[F:1][C:2]1[CH:3]=[C:4]([C:11]2[CH:16]=[CH:15][C:14]([CH:17]([C:29]3[CH:34]=[CH:33][CH:32]=[CH:31][C:30]=3[CH3:35])[CH2:18]/[C:19](=[N:37]\[OH:38])/[C:21]3[CH:26]=[CH:25][C:24](=[O:27])[N:23]([CH3:28])[CH:22]=3)=[CH:13][CH:12]=2)[CH:5]=[CH:6][C:7]=1[C:8]([OH:10])=[O:9] |f:1.2,3.4|. Reported procedure: In analogy to example 151, step 3, 3-fluoro-4′-[3-(1-methyl-6-oxo-1,6-dihydro-pyridin-3-yl)-3-oxo-1-o-tolyl-propyl]-biphenyl-4-carboxylic acid was reacted with hydroxylamine hydrochloride in the presence of NaHCO3 to give the title compound containing less than 10% of the corresponding Z isomer as a colorless solid, MS (ESI+): m/z=485.3 [M+H]+. The reactants are C[O-].[Na+] (Sodium methoxide), OC1=C(C=CC=C1)NC=O (N-(2-Hydroxyphenyl)formamide), BrC1=C(C=CC=C1)OCCl (1-Bromo-2-chloromethoxybenzene). The solvent is C(C)O (ethanol), C(C)O (ethanol). Run at time 30 minute. Product: BrC1=C(OCOC2=C(C=CC=C2)NC=O)C=CC=C1 (N-(2-(2-bromophenoxymethoxy)phenyl)formamide). Yield: 37.1%. As a reaction SMILES: [OH:1][C:2]1[CH:7]=[CH:6][CH:5]=[CH:4][C:3]=1[NH:8][CH:9]=[O:10].C[O-].[Na+].[Br:14][C:15]1[CH:20]=[CH:19][CH:18]=[CH:17][C:16]=1[O:21][CH2:22]Cl>C(O)C>[Br:14][C:15]1[CH:20]=[CH:19][CH:18]=[CH:17][C:16]=1[O:21][CH2:22][O:1][C:2]1[CH:7]=[CH:6][CH:5]=[CH:4][C:3]=1[NH:8][CH:9]=[O:10] |f:1.2|. Reported procedure: N-(2-Hydroxyphenyl)formamide (16.0 g, 130 mmol) was dissolved in 99.9% ethanol (65 ml). Sodium methoxide (7.0 g, 130 mmol) was suspended in 99.9% ethanol (70 ml) and added dropwise over 30 minutes. The resulting mixture was stirred for 30 minutes. 1-Bromo-2-chloromethoxybenzene (26.1 g, 118 mmol, synthesis described in J. Heterocycl. Chem., 11, 1974, 331-337) was added dropwise over 15 minutes. The reaction mixture was stirred for 2.5 h at room temperature, heated at reflux temperature for 2 h, ... RXN SMILES: [C:24](=[O:25])([O-:26])[O-:27].[CH3:30][OH:31].[F:1][C:2]([F:3])([F:4])[C:22]([NH:5][CH:6]1[C:7](=[O:21])[N:8]([CH2:17][CH:18]([CH3:19])[CH3:20])[CH:9]([c:11]2[cH:12][cH:13][cH:14][cH:15][cH:16]2)[CH2:10]1)=[O:23].[K+:28].[K+:29].[OH2:32]>>[NH2:5][CH:6]1[C:7](=[O:21])[N:8]([CH2:17][CH:18]([CH3:19])[CH3:20])[CH:9]([c:11]2[cH:12][cH:13][cH:14][cH:15][cH:16]2)[CH2:10]1. Yields the product CC(C)CN1C(=O)C(N)CC1c1ccccc1. Starting materials: O=C([O-])[O-], CO, CC(C)CN1C(=O)C(NC(=O)C(F)(F)F)CC1c1ccccc1, [K+], [K+], O.